Task: describe an organic reaction: reactants, conditions, products, and yield. Dataset: the Open Reaction Database (ORD), a public repository of structured organic reaction records Reactants: CC(=O)OI1(C=2C=CC=CC2C(=O)O1)(OC(=O)C)OC(=O)C (Dess-Martin periodinane), FC=1C=C(C=C(C1)F)C(C)O (1-(3,5-difluorophenyl)ethanol). Run in C(Cl)Cl (DCM). Conditions: time 2 hour. Yields the product FC=1C=C(C=C(C1)F)C(C)=O (1-(3,5-Difluorophenyl)ethanone). Isolated yield 69.4%. RXN SMILES: CC(OI1(OC(C)=O)(OC(C)=O)OC(=O)C2C=CC=CC1=2)=O.[F:23][C:24]1[CH:25]=[C:26]([CH:31]([OH:33])[CH3:32])[CH:27]=[C:28]([F:30])[CH:29]=1>C(Cl)Cl>[F:23][C:24]1[CH:25]=[C:26]([C:31](=[O:33])[CH3:32])[CH:27]=[C:28]([F:30])[CH:29]=1. Reported procedure: Dess-Martin periodinane (9.66 g, 22.8 mmol) was added portionwise to a solution of 1-(3,5-difluorophenyl)ethanol (3.00 g, 19.0 mmol) in DCM (40 mL) cooled in an ice bath. The mixture was stirred at room temperature for 2 h, then concentrated under reduced pressure. The residue was purified by purified by column chromatography on silica gel using CombiFlash® apparatus eluting with EtOAc/hexanes (0-40%). The purification gave 2.06 g (69.6%) of the sub-title compound as a colorless oil. 1H NMR (300... The reactants are CC(C)(C)[Si](C)(C)OCCBr, CC(C)(C)OC(=O)NC1CCNC1=O. The product is CC(C)(C)OC(=O)NC1CCN(CCO[Si](C)(C)C(C)(C)C)C1=O. Reaction SMILES: [Br:15][CH2:16][CH2:17][O:18][Si:19]([CH3:20])([CH3:21])[C:22]([CH3:23])([CH3:24])[CH3:25].[O:1]=[C:2]1[NH:3][CH2:4][CH2:5][CH:6]1[NH:7][C:8]([O:9][C:10]([CH3:11])([CH3:12])[CH3:13])=[O:14]>>[O:1]=[C:2]1[N:3]([CH2:16][CH2:17][O:18][Si:19]([CH3:20])([CH3:21])[C:22]([CH3:23])([CH3:24])[CH3:25])[CH2:4][CH2:5][CH:6]1[NH:7][C:8]([O:9][C:10]([CH3:11])([CH3:12])[CH3:13])=[O:14]. Starting materials: CCCCOc1nc(N)c2[nH]c(=O)n(CCOc3cccc(C(=O)OC)c3)c2n1, CO, Cl, [K+], [OH-], O. Yields the product CCCCOc1nc(N)c2[nH]c(=O)n(CCOc3cccc(C(=O)O)c3)c2n1. Reaction SMILES: [CH2:1]([CH2:2][CH2:3][CH3:4])[O:5][c:6]1[n:7][c:8]([NH2:29])[c:9]2[nH:10][c:11](=[O:28])[n:12]([CH2:15][CH2:16][O:17][c:18]3[cH:19][c:20]([C:24](=[O:25])[O:26][CH3:27])[cH:21][cH:22][cH:23]3)[c:13]2[n:14]1.[CH3:30][OH:31].[ClH:34].[K+:33].[OH-:32].[OH2:35]>>[CH2:1]([CH2:2][CH2:3][CH3:4])[O:5][c:6]1[n:7][c:8]([NH2:29])[c:9]2[nH:10][c:11](=[O:28])[n:12]([CH2:15][CH2:16][O:17][c:18]3[cH:19][c:20]([C:24](=[O:25])[OH:26])[cH:21][cH:22][cH:23]3)[c:13]2[n:14]1. Starting materials: CCc1cnc(N2CCN(C(=O)c3ccc(Br)cc3N3CCCS3(=O)=O)CC2)c(C)c1, CCC1COC(=O)N1. Yields the product CCc1cnc(N2CCN(C(=O)c3ccc(N4C(=O)OCC4CC)cc3N3CCCS3(=O)=O)CC2)c(C)c1. Reaction SMILES: [Br:1][c:2]1[cH:3][c:4]([N:25]2[S:26](=[O:30])(=[O:31])[CH2:27][CH2:28][CH2:29]2)[c:5]([C:8](=[O:9])[N:10]2[CH2:11][CH2:12][N:13]([c:16]3[n:17][cH:18][c:19]([CH2:23][CH3:24])[cH:20][c:21]3[CH3:22])[CH2:14][CH2:15]2)[cH:6][cH:7]1.[CH2:32]([CH3:33])[CH:34]1[NH:35][C:36](=[O:39])[O:37][CH2:38]1>>[c:2]1([N:35]2[CH:34]([CH2:32][CH3:33])[CH2:38][O:37][C:36]2=[O:39])[cH:3][c:4]([N:25]2[S:26](=[O:30])(=[O:31])[CH2:27][CH2:28][CH2:29]2)[c:5]([C:8](=[O:9])[N:10]2[CH2:11][CH2:12][N:13]([c:16]3[n:17][cH:18][c:19]([CH2:23][CH3:24])[cH:20][c:21]3[CH3:22])[CH2:14][CH2:15]2)[cH:6][cH:7]1. The reactants are FC1=C(C=CC(=C1)F)N1N=CN=C1C1=CC=2CCOC3=C(C2S1)N=C(C=C3)C=3C=NC(=CC3)F (2-[2-(2,4-Difluoro-phenyl)-2H-[1,2,4]triazol-3-yl]-9-(6-fluoro-pyridin-3-yl)-4,5-dihydro-6-oxa-1-thia-10-aza-benzo[e]azulene), 2-(N,N-Dimethyl)-ethylamine, CCN(C(C)C)C(C)C (DIPEA), CN1CCCC1=O (NMP). Reaction conditions: temperature 150 celsius. The product is FC1=C(C=CC(=C1)F)N1N=CN=C1C1=CC=2CCOC3=C(C2S1)N=C(C=C3)C=3C=CC(=NC3)NCCN(C)C (N′-(5-{2-[2-(2,4-Difluoro-phenyl)-2H-[1,2,4]triazol-3-yl]-4,5-dihydro-6-oxa-1-thia-10-aza-benzo[e]azulen-9-yl}-pyridin-2-yl)-N,N-dimethyl-ethane-1,2-diamine). Yield: 13.0%. Reaction SMILES: [F:1][C:2]1[CH:7]=[C:6]([F:8])[CH:5]=[CH:4][C:3]=1[N:9]1[C:13]([C:14]2[S:23][C:22]3[C:21]4[N:24]=[C:25]([C:28]5[CH:29]=[N:30][C:31](F)=[CH:32][CH:33]=5)[CH:26]=[CH:27][C:20]=4[O:19][CH2:18][CH2:17][C:16]=3[CH:15]=2)=[N:12][CH:11]=[N:10]1.[CH3:35][CH2:36][N:37]([CH:41](C)C)[CH:38](C)C.C[N:45]1C(=O)CCC1>>[F:1][C:2]1[CH:7]=[C:6]([F:8])[CH:5]=[CH:4][C:3]=1[N:9]1[C:13]([C:14]2[S:23][C:22]3[C:21]4[N:24]=[C:25]([C:28]5[CH:33]=[CH:32][C:31]([NH:45][CH2:35][CH2:36][N:37]([CH3:41])[CH3:38])=[N:30][CH:29]=5)[CH:26]=[CH:27][C:20]=4[O:19][CH2:18][CH2:17][C:16]=3[CH:15]=2)=[N:12][CH:11]=[N:10]1. Reported procedure: 2-[2-(2,4-Difluoro-phenyl)-2H-[1,2,4]triazol-3-yl]-9-(6-fluoro-pyridin-3-yl)-4,5-dihydro-6-oxa-1-thia-10-aza-benzo[e]azulene (470 mg, 1.0 mmol), from the procedure for 249, 2-(N,N-Dimethyl)-ethylamine (90 mg, 1.2 mmol), DIPEA (340 mg, 3 mmol) and NMP (4 mL) were added in a 10 mL of sealed tube, and the mixture was heated by microwave at 150° C. for 120 min under N2. The reaction mixture was filtered to gather the solution and water was added. The mixture was extracted by DCM (20 mL×3). The combi... The reactants are CC(C)(C)[O-], CC(=O)O, COC(=O)C(Oc1c(C=O)cccc1OC)C(C)C, [K+], CN(C)C=O. Product: COC(=O)C1(C(C)C)Oc2c(OC)cccc2C1=O. RXN SMILES: [CH3:1][C:2]([CH3:3])([O-:4])[CH3:5].[CH3:26][C:27](=[O:28])[OH:29].[CH:7](=[O:8])[c:9]1[c:10]([O:11][CH:12]([C:13](=[O:14])[O:15][CH3:16])[CH:17]([CH3:18])[CH3:19])[c:20]([O:24][CH3:25])[cH:21][cH:22][cH:23]1.[K+:6].[O:30]=[CH:31][N:32]([CH3:33])[CH3:34]>>[C:7]1(=[O:8])[c:9]2[c:10]([c:20]([O:24][CH3:25])[cH:21][cH:22][cH:23]2)[O:11][C:12]1([C:13](=[O:14])[O:15][CH3:16])[CH:17]([CH3:18])[CH3:19]. RXN SMILES: [CH3:1][C:2]1([CH3:17])[CH2:7][CH2:6][CH2:5][CH:4]([O:8][C:9]2[N:14]=[CH:13][C:12]([C:15]#[N:16])=[CH:11][CH:10]=2)[CH2:3]1.B.C1COCC1.Cl>C1COCC1>[NH2:16][CH2:15][C:12]1[CH:13]=[N:14][C:9]([O:8][CH:4]2[CH2:5][CH2:6][CH2:7][C:2]([CH3:17])([CH3:1])[CH2:3]2)=[CH:10][CH:11]=1 |f:1.2|. Isolated yield 62.9%. The solvent is C1CCOC1 (THF), C1CCOC1 (THF). Reported procedure: Dissolve 6-(3,3-dimethyl-cyclohexyloxy)-pyridine-3-carbonitrile (9.14 g, 39.7 mmoles) in THF (20 mL) at 0° C. under nitrogen and add borane-THF complex (119 mL, 119 mmol, 1M solution in THF). Stir the resulting solution overnight while warming to room temperature. Slowly add the reaction mixture to a mixture of 5N aqueous HCl (100 mL) and THF (50 mL) at 0° C. and stir for 2 h. Concentrate in vacuo and take-up the residue in a minimum amount of methanol for filtration through a SCX-2 column (10 g... Reaction conditions: time 8 hour. Reactants: B.C1CCOC1 (borane THF), CC1(CC(CCC1)OC1=CC=C(C=N1)C#N)C (6-(3,3-dimethyl-cyclohexyloxy)-pyridine-3-carbonitrile), Cl (HCl). The product is NCC=1C=NC(=CC1)OC1CC(CCC1)(C)C ((±)-3-Aminomethyl-6-(3,3-dimethyl-cyclohexyloxy)-pyridine). Reactants: [OH-].[K+] (potassium hydroxide), CO (methanol), C1=CC=CC1 (cyclopentadiene), CC(=O)C=C (methylvinylketone). Run at time 15 hour. Yields the product CC1=C(C(C=C1)=C)C=C (methyl vinyl fulvene). Reaction SMILES: [OH-].[K+].[CH:3]1[CH2:7]C=[CH:5][CH:4]=1.[CH3:8][C:9]([CH:11]=[CH2:12])=O.[CH3:13]O>>[CH3:8][C:9]1[CH:5]=[CH:4][C:3](=[CH2:7])[C:11]=1[CH:12]=[CH2:13] |f:0.1|. Procedure: Into a glass reactor equipped with a dropping funnel and nitrogen inlet is charged methanol (240 ml) containing potassium hydroxide (1.2 moles). The solution is cooled to 10°-15° C. and freshly distilled cyclopentadiene (2 moles) is added. The solution is cooled to -5° to 5° C. and methylvinylketone (2 moles) is added dropwise during 23/4 hours. After addition, cooling is removed and the solution is stirred for about 15 hours. Then an equal volume of distilled water is added and the organic laye...